Task: describe an organic reaction: reactants, conditions, products, and yield. Dataset: the Open Reaction Database (ORD), a public repository of structured organic reaction records Reported procedure: 2 g (5.1mmol) of crude (S)-1-(3-aminomethyl-1,2,4-oxadiazol-5-yl)-8-trifluoromethyl-12,12a-dihydro-9H,11H-azeto[2,1-c]imidazo[1,5-a][1,4]benzodiazepin-9-one, 30 ml of methylene chloride, 6.2 ml (36 mmol) of N-ethyldiisopropylamine and 2.57 g (1.8 mmol) of allyl bromide were stirred at room temperature for 18 hours. The reaction solution was washed three times with water, dried over magnesium sulfate and evaporated. The residue was chromatographed on 300 g of silica gel while eluting with ethyl a... Yield: 191.3%. RXN SMILES: [NH2:1][CH2:2][C:3]1[N:7]=[C:6]([C:8]2[N:9]=[CH:10][N:11]3[C:17]4[CH:18]=[CH:19][CH:20]=[C:21]([C:22]([F:25])([F:24])[F:23])[C:16]=4[C:15](=[O:26])[N:14]4[CH2:27][CH2:28][C@H:13]4[C:12]=23)[O:5][N:4]=1.C(N(C(C)C)[CH:32]([CH3:34])[CH3:33])C.[CH2:38](Br)[CH:39]=[CH2:40]>C(Cl)Cl>[CH2:34]([N:1]([CH2:2][C:3]1[N:7]=[C:6]([C:8]2[N:9]=[CH:10][N:11]3[C:17]4[CH:18]=[CH:19][CH:20]=[C:21]([C:22]([F:25])([F:24])[F:23])[C:16]=4[C:15](=[O:26])[N:14]4[CH2:27][CH2:28][C@H:13]4[C:12]=23)[O:5][N:4]=1)[CH2:40][CH:39]=[CH2:38])[CH:32]=[CH2:33]. The reactants are NCC1=NOC(=N1)C=1N=CN2C1[C@H]1N(C(C3=C2C=CC=C3C(F)(F)F)=O)CC1 ((S)-1-(3-aminomethyl-1,2,4-oxadiazol-5-yl)-8-trifluoromethyl-12,12a-dihydro-9H,11H-azeto[2,1-c]imidazo[1,5-a][1,4]benzodiazepin-9-one), C(C)N(C(C)C)C(C)C (N-ethyldiisopropylamine), C(C=C)Br (allyl bromide). The product is C(C=C)N(CC=C)CC1=NOC(=N1)C=1N=CN2C1[C@H]1N(C(C3=C2C=CC=C3C(F)(F)F)=O)CC1 ((S)-1-(3-diallylaminomethyl-1,2,4-oxadiazol-5-yl)-8-trifluoromethyl-12,12a-dihydro-9H,11H-azeto[2,1-c]imidazo[1,5-a][1,4]benzodiazepin-9-one). Run in C(Cl)Cl (methylene chloride).